From a dataset of the Open Reaction Database (ORD), a public repository of structured organic reaction records. describe an organic reaction: reactants, conditions, products, and yield Reactants: CS(=O)(=O)Cl, CN(C)CCNc1ccc(CN)c2sc3ccccc3c(=O)c12, [Na+], [OH-], O, c1ccncc1. Product: CN(C)CCNc1ccc(CNS(C)(=O)=O)c2sc3ccccc3c(=O)c12. As a reaction SMILES: [CH3:24][S:25]([Cl:26])(=[O:27])=[O:28].[NH2:1][CH2:2][c:3]1[cH:4][cH:5][c:6]([NH:18][CH2:19][CH2:20][N:21]([CH3:22])[CH3:23])[c:7]2[c:8](=[O:17])[c:9]3[cH:10][cH:11][cH:12][cH:13][c:14]3[s:15][c:16]12.[Na+:31].[OH-:30].[OH2:29].[cH:32]1[cH:33][cH:34][n:35][cH:36][cH:37]1>>[NH:1]([CH2:2][c:3]1[cH:4][cH:5][c:6]([NH:18][CH2:19][CH2:20][N:21]([CH3:22])[CH3:23])[c:7]2[c:8](=[O:17])[c:9]3[cH:10][cH:11][cH:12][cH:13][c:14]3[s:15][c:16]12)[S:25]([CH3:24])(=[O:27])=[O:28]. Starting materials: COC1=CC(=CC=C1)OC (1,3-dimethoxybenzene), N (ammonia), [Na] (sodium), COC1=CC2=CC(=CC=C2C=C1)OC (2,7-dimethoxynaphthalene), COC1=CC2=CC3=C(C=CC=C3C=C2C=C1)OC (2,8-dimethoxyanthracene), COC1=CC(=CC=C1)OC (1,3-dimethoxybenzene), COC1=CC2=CC(=CC=C2C=C1)OC (2,7-dimethoxynaphthalene), N1C(=S)NC(=O)CC1=O (thiobarbituric acid). Run in C(C)O (ethanol). Product: COC1C(NC(NC1=O)=S)=O (methoxy-thiobarbituric acid). RXN SMILES: [CH3:1][O:2]C1C=CC=C(OC)C=1.COC1C=CC2C(=CC(OC)=CC=2)C=1.COC1C=CC2C(=CC3C(C=2)=CC=CC=3OC)C=1.N.[Na].[NH:45]1[C:52](=[O:53])[CH2:51][C:49](=[O:50])[NH:48][C:46]1=[S:47]>C(O)C>[CH3:1][O:2][CH:51]1[C:49](=[O:50])[NH:48][C:46](=[S:47])[NH:45][C:52]1=[O:53] |^1:43|. Procedure: The first step of synthesis of fused ring bridge, ring locked dyes according to the invention is the Birch reduction of 1,3-dimethoxybenzene, 2,7-dimethoxynaphthalene or 2,8-dimethoxyanthracene using ethanol, liquid ammonia and sodium. The reduced compounds are the starting materials for the synthesis of the dyes, as shown below. ##STR15## The Birch reduction products of 1,3-dimethoxybenzene and of 2,7-dimethoxynaphthalene each react with thiobarbituric acid to form the conjugated methoxy-thioba... The reactants are C1(=CC=C(C=C1)SCCNC(OCC1=CC=CC=C1)=O)C (Benzyl 2-(p-tolylthio)ethylcarbamate), C=O (paraformaldehyde), C1(=CC=C(C=C1)S(=O)(=O)O)C (p-toluenesulfonic acid). Run in C1(=CC=CC=C1)C (toluene). Conditions: temperature 70 celsius, time 24 hour. Yields the product CC=1C=CC2=C(CN(CCS2)C(=O)OCC2=CC=CC=C2)C1 (Benzyl 7-methyl-2,3-dihydrobenzo[f][1,4]thiazepine-4(5H)-carboxylate). RXN SMILES: [C:1]1([CH3:21])[CH:6]=[CH:5][C:4]([S:7][CH2:8][CH2:9][NH:10][C:11](=[O:20])[O:12][CH2:13][C:14]2[CH:19]=[CH:18][CH:17]=[CH:16][CH:15]=2)=[CH:3][CH:2]=1.C=O.[C:24]1(C)C=CC(S(O)(=O)=O)=CC=1>C1(C)C=CC=CC=1>[CH3:21][C:1]1[CH:6]=[CH:5][C:4]2[S:7][CH2:8][CH2:9][N:10]([C:11]([O:12][CH2:13][C:14]3[CH:15]=[CH:16][CH:17]=[CH:18][CH:19]=3)=[O:20])[CH2:24][C:3]=2[CH:2]=1. Reported procedure: A mixture of compound 25(120 mg), paraformaldehyde (120 mg, excess), p-toluenesulfonic acid (40 mg) in toluene (10 mL) was stirred at 70° C. for 24 h. The reaction mixture was filtered and washed with sat. NaHCO3 (2×5 mL). Removal of the solvent gave product 26 as a pure product by TLC and NMR. Yield: 110 mg, 89%. Starting materials: PdCl2dppf, BrC=1C=NC=CC1 (3-bromopyridine), FC1=CC=C(C=C1)B(O)O (4-fluorophenylboronic acid), N#N (N2). Run in COCCOC (DME), C(=O)([O-])[O-].[Na+].[Na+] (Na2CO3). Run at temperature 80 celsius. Product: FC1=CC=C(C=C1)C=1C=NC=CC1 (3-(4-Fluoro-phenyl)-pyridine). Yield: 109.6%. As a reaction SMILES: Br[C:2]1[CH:3]=[N:4][CH:5]=[CH:6][CH:7]=1.[F:8][C:9]1[CH:14]=[CH:13][C:12](B(O)O)=[CH:11][CH:10]=1.N#N>COCCOC.C([O-])([O-])=O.[Na+].[Na+]>[F:8][C:9]1[CH:14]=[CH:13][C:12]([C:2]2[CH:3]=[N:4][CH:5]=[CH:6][CH:7]=2)=[CH:11][CH:10]=1 |f:4.5.6|. Procedure details: A solution of 3-bromopyridine (2.5 g, 15.8 mmol) and 4-fluorophenylboronic acid (2.8 g, 20.0 mmol) in DME (20 ml) and 2N Na2CO3 (aq, 20 ml) was deoxygenated by evacuation/refill with N2 (×2). PdCl2dppf (600 mg, 0.8 mmol) was added and the mixture was deoxygenated again (×3). The reaction was stirred and heated at 80° C. under N2 for 16 hours. After cooling to RT the mixture was partitioned between EtOAc/H2O. The aqueous layer was extracted with EtOAc (×2).The combined extracts were washed with b...